From a dataset of the Open Reaction Database (ORD), a public repository of structured organic reaction records. describe an organic reaction: reactants, conditions, products, and yield Reactants: [OH-].[Na+] (sodium hydroxide), C([O-])(O)=O.[Na+] (sodium bicarbonate), OC(C=1C=C(C=CC1)C=1C=C2C(=NC1)N(N=C2C2=C(C=CC=C2)OC)COC(C(C)(C)C)=O)C2=NC=CC=C2 (2,2-dimethyl-propionic acid 5-[3-(hydroxy-pyridin-2-yl-methyl)-phenyl]-3-(2-methoxy-phenyl)-pyrazolo[3,4-b]pyridin-1-ylmethyl ester), Cl (hydrochloric acid). The solvent is C(C)O (ethanol), C(Cl)(Cl)Cl (chloroform). Run at time 5 hour. Yields the product COC1=C(C=CC=C1)C1=NNC2=NC=C(C=C21)C=2C=C(C=CC2)C(O)C2=NC=CC=C2 ({3-[3-(2-methoxy-phenyl)-1H-pyrazolo[3,4-b]pyridin-5-yl]-phenyl}-pyridin-2-yl-methanol). Isolated yield 42.1%. As a reaction SMILES: [OH:1][CH:2]([C:34]1[CH:39]=[CH:38][CH:37]=[CH:36][N:35]=1)[C:3]1[CH:4]=[C:5]([C:9]2[CH:10]=[C:11]3[C:17]([C:18]4[CH:23]=[CH:22][CH:21]=[CH:20][C:19]=4[O:24][CH3:25])=[N:16][N:15](COC(=O)C(C)(C)C)[C:12]3=[N:13][CH:14]=2)[CH:6]=[CH:7][CH:8]=1.[OH-].[Na+].Cl.C(=O)(O)[O-].[Na+]>C(O)C.C(Cl)(Cl)Cl>[CH3:25][O:24][C:19]1[CH:20]=[CH:21][CH:22]=[CH:23][C:18]=1[C:17]1[C:11]2[C:12](=[N:13][CH:14]=[C:9]([C:5]3[CH:4]=[C:3]([CH:2]([C:34]4[CH:39]=[CH:38][CH:37]=[CH:36][N:35]=4)[OH:1])[CH:8]=[CH:7][CH:6]=3)[CH:10]=2)[NH:15][N:16]=1 |f:1.2,4.5|. Procedure details: 200 mg (0.38 mmol) of 2,2-dimethyl-propionic acid 5-[3-(hydroxy-pyridin-2-yl-methyl)-phenyl]-3-(2-methoxy-phenyl)-pyrazolo[3,4-b]pyridin-1-ylmethyl ester was dissolved in 10 mL of ethanol. 10 mL of 2 M aqueous sodium hydroxide was added and the resulting mixture was left at room temperature for 5 h. The pH was adjusted to 8 by addition of concentrated aqueous hydrochloric acid and the resulting solution was distributed between chloroform and saturated aqueous sodium bicarbonate. The aqueous laye... Reactants: C1(=C(C=CC=C1)CC(=O)NC=1C(C(=O)OC)=CC=CC1)C (methyl N-(o-tolylacetyl)anthranilate), [H-].[Na+] (sodium hydride). Solvent: C1(=CC=CC=C1)C (toluene). Product: OC1=C(C(NC2=CC=CC=C12)=O)C1=C(C=CC=C1)C (4-hydroxy-3-o-tolylquinolin-2-one). RXN SMILES: [C:1]1([CH3:21])[CH:6]=[CH:5][CH:4]=[CH:3][C:2]=1[CH2:7][C:8]([NH:10][C:11]1[C:12](=[CH:17][CH:18]=[CH:19][CH:20]=1)[C:13]([O:15]C)=O)=[O:9].[H-].[Na+]>C1(C)C=CC=CC=1>[OH:15][C:13]1[C:12]2[C:11](=[CH:20][CH:19]=[CH:18][CH:17]=2)[NH:10][C:8](=[O:9])[C:7]=1[C:2]1[CH:3]=[CH:4][CH:5]=[CH:6][C:1]=1[CH3:21] |f:1.2|. Procedure details: A mixture of methyl N-(o-tolylacetyl)anthranilate (2.8 g.) and sodium hydride (1.1 g. of a 50% w/w dispersion in mineral oil) in toluene (50ml.) was heated at 100° for 1 hr. The reaction mixture was cooled and extracted with water (2×50 ml.). The aqueous extract was acidified to pH 2. The solid which precipitated was filtered off, stirred together with hot ethanol (25 ml.), and the mixture filtered to give 4-hydroxy-3-o-tolylquinolin-2-one, m.p. over 300°. Starting materials: O=C1C=CCCC1, CO, Cc1cnc(Cl)c(C=O)c1, O, c1c[nH]cn1. Product: Cc1cnc(Cl)c(C(O)C2=CCCCC2=O)c1. As a reaction SMILES: [C:16]1(=[O:22])[CH:17]=[CH:18][CH2:19][CH2:20][CH2:21]1.[CH3:23][OH:24].[Cl:1][c:2]1[c:3]([CH:4]=[O:5])[cH:6][c:7]([CH3:10])[cH:8][n:9]1.[OH2:25].[nH:11]1[cH:12][cH:13][n:14][cH:15]1>>[Cl:1][c:2]1[c:3]([CH:4]([OH:5])[C:17]2=[CH:18][CH2:19][CH2:20][CH2:21][C:16]2=[O:22])[cH:6][c:7]([CH3:10])[cH:8][n:9]1.